Dataset: the Open Reaction Database (ORD), a public repository of structured organic reaction records. Task: describe an organic reaction: reactants, conditions, products, and yield The reactants are C[SiH](C)OC(c1ccc2c(c1)Nc1nccnc1S2)C(C)(C)C, CC(=O)Cl, CN(C)C=O, [H-], [Na+], O. The product is CC(=O)N1c2cc(C(O[SiH](C)C)C(C)(C)C)ccc2Sc2nccnc21. As a reaction SMILES: [C:1]([CH3:2])([CH3:3])([CH3:4])[CH:5]([c:6]1[cH:7][cH:8][c:9]2[c:10]([cH:19]1)[NH:11][c:12]1[c:13]([n:15][cH:16][cH:17][n:18]1)[S:14]2)[O:20][SiH:21]([CH3:22])[CH3:23].[CH3:26][C:27]([Cl:28])=[O:29].[CH3:31][N:32]([CH3:33])[CH:34]=[O:35].[H-:24].[Na+:25].[OH2:30]>>[C:1]([CH3:2])([CH3:3])([CH3:4])[CH:5]([c:6]1[cH:7][cH:8][c:9]2[c:10]([cH:19]1)[N:11]([C:27]([CH3:26])=[O:29])[c:12]1[c:13]([n:15][cH:16][cH:17][n:18]1)[S:14]2)[O:20][SiH:21]([CH3:22])[CH3:23]. The reactants are O=C([O-])O, CC(=O)O, CCOC(C)=O, ClCCCl, NCc1cc(C(F)(F)F)cc(C(F)(F)F)c1, OC1OCc2ccc(C(F)(F)F)cc21, [Na+]. Product: OCc1ccc(C(F)(F)F)cc1CNCc1cc(C(F)(F)F)cc(C(F)(F)F)c1. RXN SMILES: [C:35](=[O:36])([OH:37])[O-:38].[CH3:31][C:32](=[O:33])[OH:34].[CH3:44][CH2:45][O:46][C:47](=[O:48])[CH3:49].[Cl:40][CH2:41][CH2:42][Cl:43].[F:15][C:16]([c:17]1[cH:18][c:19]([CH2:20][NH2:21])[cH:22][c:23]([C:25]([F:26])([F:27])[F:28])[cH:24]1)([F:29])[F:30].[F:1][C:2]([c:3]1[cH:4][cH:5][c:6]2[c:10]([cH:11]1)[CH:9]([OH:12])[O:8][CH2:7]2)([F:13])[F:14].[Na+:39]>>[F:1][C:2]([c:3]1[cH:4][cH:5][c:6]([CH2:7][OH:8])[c:10]([CH2:9][NH:21][CH2:20][c:19]2[cH:18][c:17]([C:16]([F:15])([F:29])[F:30])[cH:24][c:23]([C:25]([F:26])([F:27])[F:28])[cH:22]2)[cH:11]1)([F:13])[F:14]. Yields the product FC1=CC=C(C=C1)N1C(=NC=C1C=O)S(=O)CC1=C(C(=CC=C1F)F)F (1-(4-Fluorophenyl)-2-((2,3,6-trifluorobenzyl)sulfinyl)-1H-imidazole-5-carbaldehyde). As a reaction SMILES: [F:1][C:2]1[CH:7]=[CH:6][C:5]([N:8]2[C:12]([C:13](O)=[O:14])=[CH:11][N:10]=[C:9]2[S:16]([CH2:18][C:19]2[C:24]([F:25])=[CH:23][CH:22]=[C:21]([F:26])[C:20]=2[F:27])=[O:17])=[CH:4][CH:3]=1.FC1C=CC(N2C(C=O)=CN=C2SCC2C(F)=CC=C(F)C=2F)=CC=1.OOS([O-])=O.[K+].C(=O)(O)[O-].[Na+]>CC(C)=O>[F:1][C:2]1[CH:7]=[CH:6][C:5]([N:8]2[C:12]([CH:13]=[O:14])=[CH:11][N:10]=[C:9]2[S:16]([CH2:18][C:19]2[C:24]([F:25])=[CH:23][CH:22]=[C:21]([F:26])[C:20]=2[F:27])=[O:17])=[CH:4][CH:3]=1 |f:2.3,4.5|. Solvent: CC(=O)C (acetone). Reactants: FC1=CC=C(C=C1)N1C(=NC=C1C(=O)O)S(=O)CC1=C(C(=CC=C1F)F)F (1-(4-Fluorophenyl)-2-((2,3,6-trifluorobenzyl)sulfinyl)-1H-imidazole-5-carboxylic acid), FC1=CC=C(C=C1)N1C(=NC=C1C=O)SCC1=C(C(=CC=C1F)F)F (1-(4-Fluorophenyl)-2-((2,3,6-trifluorobenzyl)thio)-1H-imidazole-5-carbaldehyde), OOS(=O)[O-].[K+] (Oxone), C([O-])(O)=O.[Na+] (sodium bicarbonate). Reported procedure: 1-(4-Fluorophenyl)-2-((2,3,6-trifluorobenzyl)sulfinyl)-1H-imidazole-5-carbaldehyde (33) was prepared in a similar manner as that described for the synthesis of compound 20 using 1-(4-fluorophenyl)-2-((2,3,6-trifluorobenzyl)thio)-1H-imidazole-5-carbaldehyde (32) (150 mg, 0.41 mmol), Oxone (629 mg, 1.02 mmol), acetone (4 mL) and 0.2M sodium bicarbonate (4 mL). The reactants are COCCC(OC(C)=O)C(=O)O, C1CCOC1, Cc1ccc(N)nc1. Product: COCCC(OC(C)=O)C(=O)Nc1ccc(C)cn1. Reaction SMILES: [C:9]([CH3:10])(=[O:11])[O:12][CH:13]([C:14](=[O:15])[OH:16])[CH2:17][CH2:18][O:19][CH3:20].[CH2:21]1[O:22][CH2:23][CH2:24][CH2:25]1.[CH3:1][c:2]1[cH:3][cH:4][c:5]([NH2:8])[n:6][cH:7]1>>[CH3:1][c:2]1[cH:3][cH:4][c:5]([NH:8][C:14]([CH:13]([O:12][C:9]([CH3:10])=[O:11])[CH2:17][CH2:18][O:19][CH3:20])=[O:15])[n:6][cH:7]1. Reactants: C(#N)CCN1N=NN=C1C=1C=C(COC[C@H](C#N)NC([C@@H](NC2=CC=CC=C2)CC2=CC(=CC=C2)C)=O)C=CC1 (N-[2-[3-(1-(2-cyanoethyl)-5-tetrazolyl)-benzyloxy]-1(S)-cyanoethyl]-3-methyl-Nα-phenyl-L-phenylalaninamide), intermediate, C1CCC2=NCCCN2CC1 (DBU). Solvent: C(Cl)Cl (CH2Cl2). Reaction conditions: time 2 hour. Yields the product N1N=NN=C1C=1C=C(COC[C@H](C#N)NC([C@@H](NC2=CC=CC=C2)CC2=CC(=CC=C2)C)=O)C=CC1 (N-[2-[3-(5-tetrazolyl)-benzyloxy]-1(S)-cyanoethyl]-3-methyl-Nα-phenyl-phenylalaninamide). As a reaction SMILES: C(CC[N:5]1[C:9]([C:10]2[CH:11]=[C:12]([CH:38]=[CH:39][CH:40]=2)[CH2:13][O:14][CH2:15][C@@H:16]([NH:19][C:20](=[O:37])[C@H:21]([CH2:29][C:30]2[CH:35]=[CH:34][CH:33]=[C:32]([CH3:36])[CH:31]=2)[NH:22][C:23]2[CH:28]=[CH:27][CH:26]=[CH:25][CH:24]=2)[C:17]#[N:18])=[N:8][N:7]=[N:6]1)#N.C1CCN2C(=NCCC2)CC1>C(Cl)Cl>[NH:8]1[C:9]([C:10]2[CH:11]=[C:12]([CH:38]=[CH:39][CH:40]=2)[CH2:13][O:14][CH2:15][C@@H:16]([NH:19][C:20](=[O:37])[C@H:21]([CH2:29][C:30]2[CH:35]=[CH:34][CH:33]=[C:32]([CH3:36])[CH:31]=2)[NH:22][C:23]2[CH:28]=[CH:27][CH:26]=[CH:25][CH:24]=2)[C:17]#[N:18])=[N:5][N:6]=[N:7]1. Reported procedure: To a solution of N-[2-[3-(1-(2-cyanoethyl)-5-tetrazolyl)-benzyloxy]-1(S)-cyanoethyl]-3-methyl-Nα-phenyl-L-phenylalaninamide (prepared according to examples 1(g) and 7 using intermediate of Example 1(e)), 160 mg, 0.30 mmol) in CH2Cl2 (10 mL) is added DBU (0.22 mL, 1.5 mmol) in one portion, and the solution is stirred at room temp. for 2 h., after which time the solution is washed with 1 N HCl (30 mL), brine (30 mL), dried (MgSO4), evaporated, and chromatographed (2% MeOH/CH2Cl2, 0 to 0.05% acetic... Starting materials: NC1=C(C=NC=C1Cl)Cl (4-amino 3,5-dichloro pyridine), [H-].[Na+] (NaH), BrC=1C=C(C(=O)Cl)C=CC1 (3-bromo benzoyl chloride). The solvent is O (water), C1CCOC1 (THF). Reaction conditions: temperature 0 celsius, time 30 minute. The product is BrC=1C=C(C(=O)NC2=C(C=NC=C2Cl)Cl)C=CC1 (3-Bromo-N-(3,5-dichloro-pyridin-4-yl)-benzamide). RXN SMILES: [NH2:1][C:2]1[C:7]([Cl:8])=[CH:6][N:5]=[CH:4][C:3]=1[Cl:9].[H-].[Na+].[Br:12][C:13]1[CH:14]=[C:15]([CH:19]=[CH:20][CH:21]=1)[C:16](Cl)=[O:17]>C1COCC1.O>[Br:12][C:13]1[CH:14]=[C:15]([CH:19]=[CH:20][CH:21]=1)[C:16]([NH:1][C:2]1[C:7]([Cl:8])=[CH:6][N:5]=[CH:4][C:3]=1[Cl:9])=[O:17] |f:1.2|. Procedure details: To a solution of 4-amino 3,5-dichloro pyridine in THF (0.5M) at 0° C. was added NaH (1.5 eq). The mixture was stirred at 0° C. for 30 min then 3-bromo benzoyl chloride (2.0 eq.) was added dropwise. The resulting mixture was stirred 12 hours at room temperature, poured in water and extracted with EtOAc (2×). The combined organic extracts were washed with brine, dried over Na2 SO4, filtered and concentrated. Flash chromatography (Hex:EtOAc; 1:1) afforded the desired compound a yellow solid.